describe an organic reaction: reactants, conditions, products, and yield From a dataset of the Open Reaction Database (ORD), a public repository of structured organic reaction records. The reactants are CSc1ccc2c(c1)CN(C(C)=O)CC2, ClC(Cl)Cl, O=C(OO)c1cccc(Cl)c1. Yields the product CC(=O)N1CCc2ccc(S(C)=O)cc2C1. RXN SMILES: [C:1]([CH3:2])(=[O:3])[N:4]1[CH2:5][c:6]2[cH:7][c:8]([S:14][CH3:15])[cH:9][cH:10][c:11]2[CH2:12][CH2:13]1.[CH:27]([Cl:28])([Cl:29])[Cl:30].[Cl:16][c:17]1[cH:18][cH:19][cH:20][c:21]([C:22]([O:23][OH:25])=[O:24])[cH:26]1>>[C:1]([CH3:2])(=[O:3])[N:4]1[CH2:5][c:6]2[cH:7][c:8]([S:14]([CH3:15])=[O:24])[cH:9][cH:10][c:11]2[CH2:12][CH2:13]1.